From a dataset of the Open Reaction Database (ORD), a public repository of structured organic reaction records. describe an organic reaction: reactants, conditions, products, and yield The reactants are C(C)OC(CC1=CC(=C(C=C1)O)OC1=C(C=C(C=C1)C(F)(F)F)CN1C(O[C@H]([C@H]1C)C1=CC=CC=C1)=O)=O (2-{4-hydroxy-3-[2-((4R,5S)-4-methyl-2-oxo-5-phenyl-oxazolidin-3-ylmethyl)-4-trifluoromethyl-phenoxy]-phenyl}-acetic acid ethyl ester), C(C1=CC=CC=C1)Br (benzyl bromide). The product is C(C)OC(CC1=CC(=C(C=C1)OCC1=CC=CC=C1)OC1=C(C=C(C=C1)C(F)(F)F)CN1C(O[C@H]([C@H]1C)C1=CC=CC=C1)=O)=O ({4-Benzyloxy-3-[2-((4R,5S)-4-methyl-2-oxo-5-phenyl-oxazolidin-3-ylmethyl)-4-trifluoromethyl-phenoxy]-phenyl}-acetic acid ethyl ester). As a reaction SMILES: [CH2:1]([O:3][C:4](=[O:38])[CH2:5][C:6]1[CH:11]=[CH:10][C:9]([OH:12])=[C:8]([O:13][C:14]2[CH:19]=[CH:18][C:17]([C:20]([F:23])([F:22])[F:21])=[CH:16][C:15]=2[CH2:24][N:25]2[C@H:29]([CH3:30])[C@H:28]([C:31]3[CH:36]=[CH:35][CH:34]=[CH:33][CH:32]=3)[O:27][C:26]2=[O:37])[CH:7]=1)[CH3:2].[CH2:39](Br)[C:40]1[CH:45]=[CH:44][CH:43]=[CH:42][CH:41]=1>>[CH2:1]([O:3][C:4](=[O:38])[CH2:5][C:6]1[CH:11]=[CH:10][C:9]([O:12][CH2:39][C:40]2[CH:45]=[CH:44][CH:43]=[CH:42][CH:41]=2)=[C:8]([O:13][C:14]2[CH:19]=[CH:18][C:17]([C:20]([F:22])([F:23])[F:21])=[CH:16][C:15]=2[CH2:24][N:25]2[C@H:29]([CH3:30])[C@H:28]([C:31]3[CH:32]=[CH:33][CH:34]=[CH:35][CH:36]=3)[O:27][C:26]2=[O:37])[CH:7]=1)[CH3:2]. Procedure: Prepared according to the procedure described in Example 33, Step 3, using the following starting material: 2-{4-hydroxy-3-[2-((4R,5S)-4-methyl-2-oxo-5-phenyl-oxazolidin-3-ylmethyl)-4-trifluoromethyl-phenoxy]-phenyl}-acetic acid ethyl ester and benzyl bromide. Reactants: O=C([O-])[O-], CC1NCCC1O, CS(C)=O, N#Cc1ccc(F)c2ccsc12, [K+], [K+], O. The product is CC1C(O)CCN1c1ccc(C#N)c2sccc12. RXN SMILES: [C:20](=[O:21])([O-:22])[O-:23].[CH3:13][CH:14]1[NH:15][CH2:16][CH2:17][CH:18]1[OH:19].[CH3:26][S:27]([CH3:28])=[O:29].[F:1][c:2]1[cH:3][cH:4][c:5]([C:11]#[N:12])[c:6]2[c:7]1[cH:8][cH:9][s:10]2.[K+:24].[K+:25].[OH2:30]>>[c:2]1([N:15]2[CH:14]([CH3:13])[CH:18]([OH:19])[CH2:17][CH2:16]2)[cH:3][cH:4][c:5]([C:11]#[N:12])[c:6]2[c:7]1[cH:8][cH:9][s:10]2. Reactants: ClC1=C(C(=CC=C1)Cl)NC(=S)NC(C1=CC=CC=C1)=O (N-(2,6-dichlorophenyl)-N'-benzoyl thiourea), C([O-])([O-])=O.[K+].[K+] (potassium carbonate), CI (methyliodide). The solvent is CC(=O)C (acetone). Product: ClC1=C(C(=CC=C1)Cl)NC(SC)=NC(C1=CC=CC=C1)=O (N-(2,6-dichlorophenyl)-N'-benzoyl-S-methylisothiourea). Yield: 85.0%. As a reaction SMILES: [Cl:1][C:2]1[CH:7]=[CH:6][CH:5]=[C:4]([Cl:8])[C:3]=1[NH:9][C:10]([NH:12][C:13](=[O:20])[C:14]1[CH:19]=[CH:18][CH:17]=[CH:16][CH:15]=1)=[S:11].[C:21](=O)([O-])[O-].[K+].[K+].CI>CC(C)=O>[Cl:1][C:2]1[CH:7]=[CH:6][CH:5]=[C:4]([Cl:8])[C:3]=1[NH:9][C:10](=[N:12][C:13](=[O:20])[C:14]1[CH:15]=[CH:16][CH:17]=[CH:18][CH:19]=1)[S:11][CH3:21] |f:1.2.3|. Reported procedure: 19.5 g (0.06 M) of N-(2,6-dichlorophenyl)-N'-benzoyl thiourea, 5.5 g (0.04 M) of ground potassium carbonate, 5.1 ml (0.08 M) of methyliodide and 200 ml of acetone are boiled in a reflux for 4 hours under energetic shaking. The acetone is distilled off. 200 ml of water are added to the residue and it is then filtered. The sediment on the filter is washed to a neutral pH. After drying 20.2 g (99% of the theoretical yield) of N-(2,6-dichlorophenyl)-N'-benzoyl-S-methylisothiourea are obtained with m... The reactants are CN(CCOC1=CC=C(C=C1)C1=C(C2=C(N=CC(=C2O)F)O1)C1=CC=CC=C1)C (2-[4-(2-Dimethylaminoethoxy)-phenyl]-5-fluoro-3-phenyl-furo[2,3-b]pyridin-4-ol), C(C(=O)Cl)(=O)Cl (oxalyl chloride). Procedure details: The mixture of 2-[4-(2-dimethylaminoethoxy)-phenyl]-5-fluoro-3-phenyl-furo[2,3-b]pyridin-4-ol (6) (121.0 mg, 0.31 mmol) and oxalyl chloride (196.0 mg, 1.54 mmol) in chloroform (3.0 mL) was stirred at 60° C. for 1 hr. The solvent was removed, and the residue was purified by preparative HPLC to give the title compound. MS (m/z), M+H+ 411.1. As a reaction SMILES: [CH3:1][N:2]([CH3:29])[CH2:3][CH2:4][O:5][C:6]1[CH:11]=[CH:10][C:9]([C:12]2[O:22][C:15]3[N:16]=[CH:17][C:18]([F:21])=[C:19](O)[C:14]=3[C:13]=2[C:23]2[CH:28]=[CH:27][CH:26]=[CH:25][CH:24]=2)=[CH:8][CH:7]=1.C(Cl)(=O)C([Cl:33])=O>C(Cl)(Cl)Cl>[Cl:33][C:19]1[C:18]([F:21])=[CH:17][N:16]=[C:15]2[O:22][C:12]([C:9]3[CH:10]=[CH:11][C:6]([O:5][CH2:4][CH2:3][N:2]([CH3:29])[CH3:1])=[CH:7][CH:8]=3)=[C:13]([C:23]3[CH:28]=[CH:27][CH:26]=[CH:25][CH:24]=3)[C:14]=12. Conditions: temperature 60 celsius, time 1 hour. Solvent: C(Cl)(Cl)Cl (chloroform). Yields the product ClC1=C2C(=NC=C1F)OC(=C2C2=CC=CC=C2)C2=CC=C(OCCN(C)C)C=C2 ((2-[4-(4-Chloro-5-fluoro-3-phenyl-furo[2,3-b]pyridin-2-yl)-phenoxy]ethyl)dimehtylamine). Reactants: NC1=C(C=C(C=C1)C(F)(F)F)N (1,2-diamino-4-trifluoromethylbenzene), [N+](=O)([O-])C1=CC=C(C(=O)O)C=C1 (4-nitrobenzoic acid). Solvent: O=P(Cl)(Cl)Cl (POCl3). The product is [N+](=O)([O-])C1=CC=C(C=C1)C=1NC2=C(N1)C=CC(=C2)C(F)(F)F (2-(4-Nitrophenyl)-5-trifluoromethyl benzimidazole). Reaction SMILES: [NH2:1][C:2]1[CH:7]=[CH:6][C:5]([C:8]([F:11])([F:10])[F:9])=[CH:4][C:3]=1[NH2:12].[N+:13]([C:16]1[CH:24]=[CH:23][C:19]([C:20](O)=O)=[CH:18][CH:17]=1)([O-:15])=[O:14]>O=P(Cl)(Cl)Cl>[N+:13]([C:16]1[CH:24]=[CH:23][C:19]([C:20]2[NH:12][C:3]3[CH:4]=[C:5]([C:8]([F:9])([F:10])[F:11])[CH:6]=[CH:7][C:2]=3[N:1]=2)=[CH:18][CH:17]=1)([O-:15])=[O:14]. Procedure details: 2-(4-Nitrophenyl)-5-trifluoromethyl benzimidazole was synthesized as follows: 1,2-diamino-4-trifluoromethylbenzene (1.76 g, 10.0 mmole) was mixed with 4-nitrobenzoic acid (1.67 g, 9.8 mmole), dissolved in POCl3 (12 ml), and heated to reflux for 2.5 hours. The reaction mixture was cooled and cautiously poured onto ice. The resulting solid was filtered, washed with NaHCO3 and used without further purification. The reactants are [N+](=O)([O-])C (nitromethane), CC(=O)OCC1=C(N2[C@@H]([C@@H](C2=O)N)SC1)C(=O)O (7-ACA), stannic chloride, CO (methanol), C([O-])(O)=O.[Na+] (sodium bicarbonate). The solvent is O (water). Run at temperature 30 celsius. Yields the product desired product, NC1[C@@H]2N(C(=C(CS2)COC)C(=O)O)C1=O (7-amino-3-methoxymethyl-3-cephem-4-carboxylic acid). RXN SMILES: [N+](C)([O-])=O.C[C:6]([O:8][CH2:9][C:10]1[CH2:19][S:18][C@@H:13]2[C@H:14]([NH2:17])[C:15](=[O:16])[N:12]2[C:11]=1[C:20]([OH:22])=[O:21])=O.CO.C(=O)(O)[O-].[Na+]>O>[NH2:17][CH:14]1[C:15](=[O:16])[N:12]2[C:11]([C:20]([OH:22])=[O:21])=[C:10]([CH2:9][O:8][CH3:6])[CH2:19][S:18][C@H:13]12 |f:3.4|. Procedure: To 10 ml of nitromethane were added 2.72 g of 7-ACA, 6 g of stannic chloride and 1.0 g of methanol The mixture was heated at 30° C. for 60 min while stirring to advance a reaction. After completion of the reaction, the reaction mixture was cooled to 5° C. To the reaction mixture was added 100 ml of water. Then, the mixture was adjusted to pH 8.0 with sodium bicarbonate at a temperature of from 0° C. to 5° C. The resulting precipitate was filtered off, and then washed with water. The filtrate was... Solvent: CN(C=O)C (dimethylformamide), C(C)OCC (diethyl ether). The reactants are resultant mixture, [H-].[Na+] (sodium hydride), BrCC(=O)OC(C)(C)C (t-butyl alpha-bromoacetate), [Si](C)(C)(C(C)(C)C)O[C@H](C)[C@H]1C(N[C@@H]1[C@@H](C)C(=S)C1=CC=CC=C1)=O ((3S,4S)-3-[(1R)-1-t-butyldimethylsilyloxyethyl]-4-[(1R)-1-phenylthiocarbonylethyl]azetidin-2-one), P(O)(O)(O)=O (phosphoric acid). Reaction SMILES: [H-].[Na+].Br[CH2:4][C:5]([O:7][C:8]([CH3:11])([CH3:10])[CH3:9])=[O:6].[Si:12]([O:19][C@@H:20]([C@@H:22]1[C@@H:25]([C@H:26]([C:28]([C:30]2[CH:35]=[CH:34][CH:33]=[CH:32][CH:31]=2)=[S:29])[CH3:27])[NH:24][C:23]1=[O:36])[CH3:21])([C:15]([CH3:18])([CH3:17])[CH3:16])([CH3:14])[CH3:13].P(=O)(O)(O)O>CN(C)C=O.C(OCC)C>[Si:12]([O:19][C@@H:20]([C@@H:22]1[C@@H:25]([C@H:26]([C:28]([C:30]2[CH:31]=[CH:32][CH:33]=[CH:34][CH:35]=2)=[S:29])[CH3:27])[N:24]([CH2:4][C:5]([O:7][C:8]([CH3:11])([CH3:10])[CH3:9])=[O:6])[C:23]1=[O:36])[CH3:21])([C:15]([CH3:16])([CH3:17])[CH3:18])([CH3:14])[CH3:13] |f:0.1|. Reported procedure: To a suspension of sodium hydride (31 mg) in dry dimethylformamide (4.3 ml), there were added successively t-butyl alpha-bromoacetate (835 mg) and (3S,4S)-3-[(1R)-1-t-butyldimethylsilyloxyethyl]-4-[(1R)-1-phenylthiocarbonylethyl]azetidin-2-one (0.42 g), and the resultant mixture was stirred at room temperature for 1 hour under a nitrogen stream. The reaction mixture was diluted with diethyl ether and adjusted to pH 6.86 with a phosphoric acid buffer solution. The aqueous layer was separated from... Product: [Si](C)(C)(C(C)(C)C)O[C@H](C)[C@H]1C(N([C@@H]1[C@@H](C)C(=S)C1=CC=CC=C1)CC(=O)OC(C)(C)C)=O ((3S,4S)-3-[(1R)-1-t-butyldimethylsilyloxyethyl]-4[(1R)-1-phenylthiocarbonylethyl]-1-(t-butyloxycarbonylmethyl)azetidin-2-one).